From a dataset of the Open Reaction Database (ORD), a public repository of structured organic reaction records. describe an organic reaction: reactants, conditions, products, and yield Reactants: [BH3-]C#N, c1ccc(CNCCC(c2ccccc2)c2ccccc2)cc1, C=O, CC#N, [Na+], O. Product: CN(CCC(c1ccccc1)c1ccccc1)Cc1ccccc1. As a reaction SMILES: [C:26]([BH3-:27])#[N:28].[CH2:1]([c:2]1[cH:3][cH:4][cH:5][cH:6][cH:7]1)[NH:8][CH2:9][CH2:10][CH:11]([c:12]1[cH:13][cH:14][cH:15][cH:16][cH:17]1)[c:18]1[cH:19][cH:20][cH:21][cH:22][cH:23]1.[CH2:24]=[O:25].[CH3:30][C:31]#[N:32].[Na+:29].[OH2:33]>>[CH2:1]([c:2]1[cH:3][cH:4][cH:5][cH:6][cH:7]1)[N:8]([CH2:9][CH2:10][CH:11]([c:12]1[cH:13][cH:14][cH:15][cH:16][cH:17]1)[c:18]1[cH:19][cH:20][cH:21][cH:22][cH:23]1)[CH3:26]. The reactants are [I-].C1(=CC=CC=C1)C(C)[N+]1=C(C=CC=C1)C1OCCO1 (1-(1-phenylethyl)-2-(1,3-dioxolan-2-yl)pyridinium iodide), Br (hydrobromic acid). Yields the product [Br-].CC1=C2C(=CC=3C=CC=C[N+]13)C=CC=C2 (6-methylbenzo[b]quinolizinium bromide). Yield: 76.0%. As a reaction SMILES: [I-].[C:2]1([CH:8]([N+:10]2[CH:15]=[CH:14][CH:13]=[CH:12][C:11]=2[CH:16]2OCCO2)[CH3:9])[CH:7]=[CH:6][CH:5]=[CH:4][CH:3]=1.[BrH:21]>>[Br-:21].[CH3:9][C:8]1[N+:10]2[CH:15]=[CH:14][CH:13]=[CH:12][C:11]=2[CH:16]=[C:7]2[CH:6]=[CH:5][CH:4]=[CH:3][C:2]=12 |f:0.1,3.4|. Procedure details: A mixture of 1-(1-phenylethyl)-2-(1,3-dioxolan-2-yl)pyridinium iodide (3.5 g, 9 mmol) and 48% hydrobromic acid (20 mL) was refluxed for 16 hours. The solvent was removed in vacuo to afford 1.9 g (76%) of 6-methylbenzo[b]quinolizinium bromide (Formula VII: R2 =H;R1 =CH3 ; Z- =Br-). Starting materials: β-(methacryloyloxy)-ethyl thioxanthone-1-carboxylate, C1(=CC=CC=C1)[S-].[Na+] (sodium thiophenolate), [Na] (sodium), C1(=CC=CC=C1)S (thiophenol), C1(=CC=CC=C1)N=C(C=1C(C(=O)O)=C(C=CC1)[N+](=O)[O-])O (3-nitrophthalic acid N-phenylimide). Run in CO (methanol), C(C)(=O)O (acetic acid), O (water), CS(=O)C (dimethylsulfoxide). Reaction conditions: temperature 50 celsius. Product: C1(=CC=CC=C1)N=C(C=1C(C(=S)O)=CC=CC1C1=CC=CC=C1)O (3-phenylthiophthalic acid N-phenylimide). Yield: 100.0%. Reaction SMILES: [C:1]1([S-])[CH:6]=[CH:5][CH:4]=[CH:3][CH:2]=1.[Na+].[Na].C1([SH:16])C=CC=CC=1.[C:17]1([N:23]=[C:24]([OH:37])[C:25]2[C:26](=[C:30]([N+]([O-])=O)[CH:31]=[CH:32][CH:33]=2)[C:27]([OH:29])=O)[CH:22]=[CH:21][CH:20]=[CH:19][CH:18]=1>CS(C)=O.C(O)(=O)C.O.CO>[C:17]1([N:23]=[C:24]([OH:37])[C:25]2[C:26](=[CH:30][CH:31]=[CH:32][C:33]=2[C:1]2[CH:6]=[CH:5][CH:4]=[CH:3][CH:2]=2)[C:27]([OH:29])=[S:16])[CH:18]=[CH:19][CH:20]=[CH:21][CH:22]=1 |f:0.1,^1:8|. Procedure: The β-(methacryloyloxy)-ethyl thioxanthone-1-carboxylate used in the above Examples 1-3 is prepared as follows: Dry sodium thiophenolate prepared from 7.5 g (0.33 gram equivalent) of sodium, 300 ml of methanol and 36 ml (0.33 mol) of thiophenol is dissolved in 300 ml of dimethylsulfoxide, and 80.4 g (0.3 mol) of 3-nitrophthalic acid N-phenylimide are added. The reaction mixture is heated at 50° C. for 90 minutes and then poured into a mixture of 300 ml of water and 300 ml of anhydrous acetic aci... Reactants: CCS(N)(F)(F)(F)CC, ClCCl, Cn1nc(-c2cc(C(=O)O)c(Cl)cc2F)c(CO)c1C(F)(F)F, O. Product: Cn1nc(-c2cc(C(=O)O)c(Cl)cc2F)c(CF)c1C(F)(F)F. Reaction SMILES: [CH2:24]([S:25]([F:26])([F:27])([CH2:28][CH3:29])([F:30])[NH2:31])[CH3:32].[CH2:34]([Cl:35])[Cl:36].[Cl:1][c:2]1[c:3]([C:4](=[O:5])[OH:6])[cH:7][c:8](-[c:12]2[n:13][n:14]([CH3:23])[c:15]([C:19]([F:20])([F:21])[F:22])[c:16]2[CH2:17][OH:18])[c:9]([F:11])[cH:10]1.[OH2:33]>>[Cl:1][c:2]1[c:3]([C:4](=[O:5])[OH:6])[cH:7][c:8](-[c:12]2[n:13][n:14]([CH3:23])[c:15]([C:19]([F:20])([F:21])[F:22])[c:16]2[CH2:17][F:30])[c:9]([F:11])[cH:10]1. The reactants are ClC1=NC(=NC=2CCCCC12)C1=C(C=CC(=C1)Cl)F (4-chloro-2-(5-chloro-2-fluorophenyl)-5,6,7,8-tetrahydroquinazoline), I (HI), [Na+].[I-] (NaI). The solvent is O (water). Reaction conditions: time 8 hour. Product: ClC=1C=CC(=C(C1)C1=NC=2CCCCC2C(=N1)I)F (2-(5-Chloro-2-fluorophenyl)-4-iodo-5,6,7,8-tetrahydroquinazoline). Reaction SMILES: Cl[C:2]1[C:11]2[CH2:10][CH2:9][CH2:8][CH2:7][C:6]=2[N:5]=[C:4]([C:12]2[CH:17]=[C:16]([Cl:18])[CH:15]=[CH:14][C:13]=2[F:19])[N:3]=1.[IH:20].[Na+].[I-]>O>[Cl:18][C:16]1[CH:15]=[CH:14][C:13]([F:19])=[C:12]([C:4]2[N:3]=[C:2]([I:20])[C:11]3[CH2:10][CH2:9][CH2:8][CH2:7][C:6]=3[N:5]=2)[CH:17]=1 |f:2.3|. Procedure: To a suspension of 4-chloro-2-(5-chloro-2-fluorophenyl)-5,6,7,8-tetrahydroquinazoline (534 mg, 1.89 mmol, 1 eq) in a 57% HI solution in water (10 ml) at r.t. was added NaI (1.42 g, 9.47 mmol, 5 eq). The reaction mixture was stirred at r.t. overnight and then poured onto ice. The product was extracted with chloroform and the aqueous layer was neutralized with NaHCO3 and extracted further with more chloroform. The organic layers were combined, washed with brine, dried (MgSO4), filtered and evapora... Starting materials: ClC=1C=C(C=C(C1)Cl)C(O)C1(CCCCC1)[N+](=O)[O-] ((3,5-dichloro-phenyl)-(1-nitro-cyclohexyl)-methanol). The reagents and catalysts are [Zn] (zinc). Run in CO (methanol), Cl (HCl). Conditions: time 8 hour. The product is NC1(CCCCC1)C(O)C1=CC(=CC(=C1)Cl)Cl ((1-amino-cyclohexyl)-(3,5-dichloro-phenyl)-methanol). Yield: 82.4%. RXN SMILES: [Cl:1][C:2]1[CH:3]=[C:4]([CH:9]([C:11]2([N+:17]([O-])=O)[CH2:16][CH2:15][CH2:14][CH2:13][CH2:12]2)[OH:10])[CH:5]=[C:6]([Cl:8])[CH:7]=1>CO.Cl.[Zn]>[NH2:17][C:11]1([CH:9]([C:4]2[CH:5]=[C:6]([Cl:8])[CH:7]=[C:2]([Cl:1])[CH:3]=2)[OH:10])[CH2:16][CH2:15][CH2:14][CH2:13][CH2:12]1. Reported procedure: To a stirred solution of (3,5-dichloro-phenyl)-(1-nitro-cyclohexyl)-methanol (5.87 g, 19.3 mmol) in methanol (40 mL) and concentrated HCl (10 mL), cooled to ˜5° C., was added zinc powder. The mixture was stirred at room temperature overnight and filtered through Celite. The filter cake was washed with methanol (2×100 mL) and the filtrate was evaporated to dryness. The residue was treated with 5% aqueous NaOH (100 mL) and extracted with ethyl acetate (2×200 mL). The combined organic extracts were... Starting materials: Cl (HCl), [OH-].[Na+] (sodium hydroxide), O=CC1=CC(OC)=C(O)C=C1 (vanillin), ClCC(=O)O (chloroacetic acid). Run in O (water), O (water). Yields the product COC1=C(OCC(=O)O)C=CC(=C1)C=O (2-methoxy-4-formyl phenoxyacetic acid). Isolated yield 57.0%. Reaction SMILES: [OH-].[Na+].[O:3]=[CH:4][C:5]1[CH:13]=[CH:12][C:10]([OH:11])=[C:7]([O:8][CH3:9])[CH:6]=1.Cl[CH2:15][C:16]([OH:18])=[O:17].Cl>O>[CH3:9][O:8][C:7]1[CH:6]=[C:5]([CH:4]=[O:3])[CH:13]=[CH:12][C:10]=1[O:11][CH2:15][C:16]([OH:18])=[O:17] |f:0.1|. Procedure details: A solution of 80 g sodium hydroxide in 200 ml water was added to a mixture of 152 g of vanillin, 95 g chloroacetic acid, and 800 ml water with stirring. The mixture was heated to reflux 65 hours, cooled to room temperature, acidified with 70 ml conc. HCl, and the product collected by filtration. The solid was washed with 2 l of distilled water and dried to give 120 g, 57% yield. Starting materials: C(C)OC(CCNC(=O)NC(C(CC1CCCC1)C1=CC(=C(C=C1)Cl)Cl)=O)=O (3-{3-[3-cyclopentyl-2-(3,4-dichloro-phenyl)-propionyl]-ureido}-propionic acid ethyl ester), [OH-].[K+] (potassium hydroxide). Solvent: C(C)O (ethanol), O (water), O (water). Run at temperature 25 celsius, time 2 hour. Yields the product hexanes ethyl acetate, C1(CCCC1)CC(C(=O)NC(NCCC(=O)O)=O)C1=CC(=C(C=C1)Cl)Cl (3-{3-[3-cyclopentyl-2-(3,4-dichloro-phenyl)-propionyl]-ureido}-propionic acid). Isolated yield 34.0%. As a reaction SMILES: C([O:3][C:4](=[O:28])[CH2:5][CH2:6][NH:7][C:8]([NH:10][C:11](=[O:27])[CH:12]([C:19]1[CH:24]=[CH:23][C:22]([Cl:25])=[C:21]([Cl:26])[CH:20]=1)[CH2:13][CH:14]1[CH2:18][CH2:17][CH2:16][CH2:15]1)=[O:9])C.[OH-].[K+]>C(O)C.O>[CH:14]1([CH2:13][CH:12]([C:19]2[CH:24]=[CH:23][C:22]([Cl:25])=[C:21]([Cl:26])[CH:20]=2)[C:11]([NH:10][C:8](=[O:9])[NH:7][CH2:6][CH2:5][C:4]([OH:28])=[O:3])=[O:27])[CH2:18][CH2:17][CH2:16][CH2:15]1 |f:1.2|. Procedure details: A solution of 3-{3-[3-cyclopentyl-2-(3,4-dichloro-phenyl)-propionyl]-ureido}-propionic acid ethyl ester (prepared in Example 12B-c, 94 mg, 0.22 mmol) in ethanol (5 mL) at 25° C. was treated with a solution of potassium hydroxide (43 mg, 0.77 mmol) in water (1 mL). This solution was stirred at 25° C. for 2 h. At this time, the reaction was diluted with water (5 mL) and the ethanol was removed in vacuo. The aqueous layer was acidified to pH=2 with a 1N aqueous hydrochloric acid solution and extrac...